From a dataset of the Open Reaction Database (ORD), a public repository of structured organic reaction records. describe an organic reaction: reactants, conditions, products, and yield Reactants: NC1=C(C(=O)N2CCCCC2)C=CC=C1 (1-(2-Aminobenzoyl)piperidine), N1CCCCC1 (piperidine), C1=2C(=O)OC(NC1=CC=CC2)=O (isatoic anhydride). Yields the product N1C(=NCC1)CNC1=C(C=CC=C1)C(=O)N1CCCCC1 ({2-[(4,5-dihydro-1H-imidazol-2-ylmethyl)amino]phenyl}(1-piperidinyl)methanone). As a reaction SMILES: [NH2:1][C:2]1[CH:15]=[CH:14][CH:13]=[CH:12][C:3]=1[C:4]([N:6]1[CH2:11][CH2:10][CH2:9][CH2:8][CH2:7]1)=[O:5].[NH:16]1[CH2:21][CH2:20]C[CH2:18][CH2:17]1.C12C(=CC=CC=1)[NH:27]C(=O)OC2=O>>[NH:16]1[CH2:17][CH2:18][N:27]=[C:21]1[CH2:20][NH:1][C:2]1[CH:15]=[CH:14][CH:13]=[CH:12][C:3]=1[C:4]([N:6]1[CH2:11][CH2:10][CH2:9][CH2:8][CH2:7]1)=[O:5]. Procedure details: 1-(2-Aminobenzoyl)piperidine (prepared from piperidine and isatoic anhydride, using the methods described in Example 17) and CMI were reacted using conditions described in the general procedure for CMI coupling to give {2-[(4,5-dihydro-1H-imidazol-2-ylmethyl)amino]phenyl}(1-piperidinyl)methanone. Starting materials: OBO, CCOC(=O)C(Br)=CC1CCCCC1, CSc1ccccc1, CCO, Cc1ccccc1, [Na+], [Na+], O=C([O-])[O-], c1ccc([PH](c2ccccc2)(c2ccccc2)[Pd-4]([PH](c2ccccc2)(c2ccccc2)c2ccccc2)([PH](c2ccccc2)(c2ccccc2)c2ccccc2)[PH](c2ccccc2)(c2ccccc2)c2ccccc2)cc1. Yields the product CCOC(=O)C(=CC1CCCCC1)c1ccc(SC)cc1. As a reaction SMILES: [BH:15]([OH:16])[OH:17].[CH2:1]([CH3:2])[O:3][C:4]([C:5](=[CH:6][CH:7]1[CH2:8][CH2:9][CH2:10][CH2:11][CH2:12]1)[Br:13])=[O:14].[CH3:18][S:19][c:20]1[cH:21][cH:22][cH:23][cH:24][cH:25]1.[CH3:26][CH2:27][OH:28].[CH3:35][c:36]1[cH:37][cH:38][cH:39][cH:40][cH:41]1.[Na+:29].[Na+:30].[O-:31][C:32](=[O:33])[O-:34].[c:42]1([PH:43]([Pd-4:44]([PH:45]([c:46]2[cH:47][cH:48][cH:49][cH:50][cH:51]2)([c:52]2[cH:53][cH:54][cH:55][cH:56][cH:57]2)[c:58]2[cH:59][cH:60][cH:61][cH:62][cH:63]2)([PH:64]([c:65]2[cH:66][cH:67][cH:68][cH:69][cH:70]2)([c:71]2[cH:72][cH:73][cH:74][cH:75][cH:76]2)[c:77]2[cH:78][cH:79][cH:80][cH:81][cH:82]2)[PH:83]([c:84]2[cH:85][cH:86][cH:87][cH:88][cH:89]2)([c:90]2[cH:91][cH:92][cH:93][cH:94][cH:95]2)[c:96]2[cH:97][cH:98][cH:99][cH:100][cH:101]2)([c:102]2[cH:103][cH:104][cH:105][cH:106][cH:107]2)[c:108]2[cH:109][cH:110][cH:111][cH:112][cH:113]2)[cH:114][cH:115][cH:116][cH:117][cH:118]1>>[CH2:1]([CH3:2])[O:3][C:4]([C:5](=[CH:6][CH:7]1[CH2:8][CH2:9][CH2:10][CH2:11][CH2:12]1)[c:23]1[cH:22][cH:21][c:20]([S:19][CH3:18])[cH:25][cH:24]1)=[O:14]. Starting materials: [C-]#N, [C-]#N, CN(C)C=O, FC(F)(F)c1cc(Cl)ncc1Cl, O, [Zn+2]. Product: N#Cc1cc(C(F)(F)F)c(Cl)cn1. RXN SMILES: [C-:18]#[N:19].[C-:21]#[N:22].[CH3:1][N:2]([CH3:3])[CH:4]=[O:5].[Cl:6][c:7]1[n:8][cH:9][c:10]([Cl:17])[c:11]([C:13]([F:14])([F:15])[F:16])[cH:12]1.[OH2:23].[Zn+2:20]>>[C:1](#[N:2])[c:7]1[n:8][cH:9][c:10]([Cl:17])[c:11]([C:13]([F:14])([F:15])[F:16])[cH:12]1. The reactants are COC(=O)CC(C)=O, CCCCCCCl, [H-], [Na+]. Product: CCCCCCC(C(C)=O)C(=O)OC. As a reaction SMILES: [C:1]([CH2:2][C:3](=[O:4])[CH3:5])(=[O:6])[O:7][CH3:8].[Cl:9][CH2:10][CH2:11][CH2:12][CH2:13][CH2:14][CH3:15].[H-:16].[Na+:17]>>[C:1]([CH:2]([C:3](=[O:4])[CH3:5])[CH2:10][CH2:11][CH2:12][CH2:13][CH2:14][CH3:15])(=[O:6])[O:7][CH3:8]. Starting materials: NC1N=C(c2ccccc2)c2ccccc2N(CC(=O)c2cccs2)C1=O, C1CCOC1, Cc1cccc(N=C=O)c1. Product: Cc1cccc(NC(=O)NC2N=C(c3ccccc3)c3ccccc3N(CC(=O)c3cccs3)C2=O)c1. As a reaction SMILES: [NH2:1][CH:2]1[C:3](=[O:27])[N:4]([CH2:19][C:20]([c:21]2[cH:22][cH:23][cH:24][s:25]2)=[O:26])[c:5]2[c:6]([cH:15][cH:16][cH:17][cH:18]2)[C:7]([c:9]2[cH:10][cH:11][cH:12][cH:13][cH:14]2)=[N:8]1.[O:38]1[CH2:39][CH2:40][CH2:41][CH2:42]1.[c:28]1([CH3:37])[cH:29][c:30]([N:34]=[C:35]=[O:36])[cH:31][cH:32][cH:33]1>>[NH:1]([CH:2]1[C:3](=[O:27])[N:4]([CH2:19][C:20]([c:21]2[cH:22][cH:23][cH:24][s:25]2)=[O:26])[c:5]2[c:6]([cH:15][cH:16][cH:17][cH:18]2)[C:7]([c:9]2[cH:10][cH:11][cH:12][cH:13][cH:14]2)=[N:8]1)[C:35]([NH:34][c:30]1[cH:29][c:28]([CH3:37])[cH:33][cH:32][cH:31]1)=[O:36]. Reactants: C1CCOC1, N#Cc1c(Cl)nc(SCc2csc(-c3ccc(Cl)cc3)n2)c(C#N)c1-c1cncs1, NCC(O)CO. Product: N#Cc1c(NCC(O)CO)nc(SCc2csc(-c3ccc(Cl)cc3)n2)c(C#N)c1-c1cncs1. As a reaction SMILES: [CH2:37]1[O:38][CH2:39][CH2:40][CH2:41]1.[Cl:1][c:2]1[n:3][c:4]([S:17][CH2:18][c:19]2[n:20][c:21](-[c:24]3[cH:25][cH:26][c:27]([Cl:30])[cH:28][cH:29]3)[s:22][cH:23]2)[c:5]([C:15]#[N:16])[c:6](-[c:10]2[cH:11][n:12][cH:13][s:14]2)[c:7]1[C:8]#[N:9].[NH2:31][CH2:32][CH:33]([CH2:34][OH:35])[OH:36]>>[c:2]1([NH:31][CH2:32][CH:33]([CH2:34][OH:35])[OH:36])[n:3][c:4]([S:17][CH2:18][c:19]2[n:20][c:21](-[c:24]3[cH:25][cH:26][c:27]([Cl:30])[cH:28][cH:29]3)[s:22][cH:23]2)[c:5]([C:15]#[N:16])[c:6](-[c:10]2[cH:11][n:12][cH:13][s:14]2)[c:7]1[C:8]#[N:9].